From a dataset of the Open Reaction Database (ORD), a public repository of structured organic reaction records. describe an organic reaction: reactants, conditions, products, and yield Reactants: ClC=1C=C2C(=CC=NC2=CC1)O (6-chloro-4-hydoxyquinoline), P(=O)(Cl)(Cl)Cl (phosphorus oxychloride). Product: ClC1=CC=NC2=CC=C(C=C12)Cl (4,6-Dichloroquinoline). As a reaction SMILES: [Cl:1][C:2]1[CH:3]=[C:4]2[C:9](=[CH:10][CH:11]=1)[N:8]=[CH:7][CH:6]=[C:5]2O.P(Cl)(Cl)([Cl:15])=O>>[Cl:15][C:5]1[C:4]2[C:9](=[CH:10][CH:11]=[C:2]([Cl:1])[CH:3]=2)[N:8]=[CH:7][CH:6]=1. Procedure details: From 93.6 g of 6-chloro-4-hydoxyquinoline and 200 ml of phosphorus oxychloride reacted in a manner similar to that described in Example 2(b) there was obtained 63.6 g of the above named compound as white needles, mp 101°-104°. Reactants: CC(C)(N)Cc1c[nH]c2ccc(Br)cc12, Cc1ccccc1OCC1CO1, CC#N, Cl. The product is Cc1ccccc1OCC(O)CNC(C)(C)Cc1c[nH]c2ccc(Br)cc12, Cl. As a reaction SMILES: [Br:13][c:14]1[cH:15][c:16]2[c:17]([CH2:23][C:24]([NH2:25])([CH3:26])[CH3:27])[cH:18][nH:19][c:20]2[cH:21][cH:22]1.[CH3:1][c:2]1[c:3]([O:4][CH2:5][CH:6]2[O:7][CH2:8]2)[cH:9][cH:10][cH:11][cH:12]1.[CH3:29][C:30]#[N:31].[ClH:28]>>[CH3:1][c:2]1[c:3]([O:4][CH2:5][CH:6]([OH:7])[CH2:8][NH:25][C:24]([CH2:23][c:17]2[c:16]3[cH:15][c:14]([Br:13])[cH:22][cH:21][c:20]3[nH:19][cH:18]2)([CH3:26])[CH3:27])[cH:9][cH:10][cH:11][cH:12]1.[ClH:28]. The reactants are CC1=C(N)C(=CC=C1)Cl (2-methyl-6-chloroaniline), C(Cl)(Cl)Cl (chloroform), [OH-].[Na+] (sodium hydroxide). Reagents/catalysts: [Cl-].C(C1=CC=CC=C1)[N+](CC)(CC)CC (benzyltriethylammonium chloride). Run in C(Cl)Cl (methylene chloride). Product: CC1=C(C(=CC=C1)Cl)[N+]#[C-] (2-Methyl-6-chlorophenylisonitrile). As a reaction SMILES: [CH3:1][C:2]1[CH:8]=[CH:7][CH:6]=[C:5]([Cl:9])[C:3]=1[NH2:4].[CH:10](Cl)(Cl)Cl.[OH-].[Na+]>[Cl-].C([N+](CC)(CC)CC)C1C=CC=CC=1.C(Cl)Cl>[CH3:1][C:2]1[CH:8]=[CH:7][CH:6]=[C:5]([Cl:9])[C:3]=1[N+:4]#[C-:10] |f:2.3,4.5|. Reported procedure: The procedure of Example 1 was again followed, using 100 g (0.7 mole) of 2-methyl-6-chloroaniline, 75 ml of chloroform, 100 ml of methylene chloride, 175 ml of 50% aqueous sodium hydroxide, and 1 g of benzyltriethylammonium chloride. The product was a solid weighing 44 g, with structure confirmed by mass spectroscopy. Reported procedure: Ethyl [[(E)-2-(4-(trifluoromethyl)phenyl)ethenyl]-1,3-oxazol-4-yl]acetate (1.72 g) was added to a suspension of calcium chloride (2.35 g) and sodium borohydride (1.60 g) in THF-ethanol (10 ml- 10 ml) at 0° C., and the mixture was stirred for 1 hr. The reaction mixture was combined with 1N hydrochloric acid and extracted with ethyl acetate. The extract was washed with saturated brine and dried over anhydrous magnesium sulfate. The solvent was evaporated, and the residue was purified by silica gel... Yield: 84.8%. The solvent is C1CCOC1.C(C)O (THF ethanol). The reactants are Cl (hydrochloric acid), FC(C1=CC=C(C=C1)/C=C/C=1OC=C(N1)CC(=O)OCC)(F)F (Ethyl [[(E)-2-(4-(trifluoromethyl)phenyl)ethenyl]-1,3-oxazol-4-yl]acetate), [Cl-].[Ca+2].[Cl-] (calcium chloride), [BH4-].[Na+] (sodium borohydride). Yields the product FC(C1=CC=C(C=C1)/C=C/C=1OC=C(N1)CCO)(F)F (2-[[(E)-2-(4-(trifluoromethyl)phenyl)ethenyl]-1,3-oxazol-4-yl]ethanol). Conditions: time 1 hour. Reaction SMILES: [F:1][C:2]([F:23])([F:22])[C:3]1[CH:8]=[CH:7][C:6](/[CH:9]=[CH:10]/[C:11]2[O:12][CH:13]=[C:14]([CH2:16][C:17](OCC)=[O:18])[N:15]=2)=[CH:5][CH:4]=1.[Cl-].[Ca+2].[Cl-].[BH4-].[Na+].Cl>C1COCC1.C(O)C>[F:23][C:2]([F:1])([F:22])[C:3]1[CH:8]=[CH:7][C:6](/[CH:9]=[CH:10]/[C:11]2[O:12][CH:13]=[C:14]([CH2:16][CH2:17][OH:18])[N:15]=2)=[CH:5][CH:4]=1 |f:1.2.3,4.5,7.8|.